This data is from the Open Reaction Database (ORD), a public repository of structured organic reaction records. The task is: describe an organic reaction: reactants, conditions, products, and yield Starting materials: ClC1=C2C(=NN(C2=C(C=C1)C=1C(=NC(=CC1)N(C)CCO)[C@H](CC1=CC(=CC(=C1)F)F)NC(C(F)(F)F)=O)C)NS(=O)(=O)C ((S)—N-(1-(3-(4-chloro-1-methyl-3-(methylsulfonamido)-1H-indazol-7-yl)-6-((2-hydroxyethyl)(methyl)amino)pyridin-2-yl)-2-(3,5-difluorophenyl)ethyl)-2,2,2-trifluoroacetamide), [OH-].[Li+] (lithium hydroxide), Cl (HCl). The solvent is CCO (EtOH). Run at temperature 130 celsius. The product is N[C@@H](CC1=CC(=CC(=C1)F)F)C1=NC(=CC=C1C=1C=CC(=C2C(=NN(C12)C)NS(=O)(=O)C)Cl)N(C)CCO ((S)—N-(7-(2-(1-amino-2-(3,5-difluorophenyl)ethyl)-6-((2-hydroxyethyl)(methyl)amino)pyridin-3-yl)-4-chloro-1-methyl-1H-indazol-3-yl)methanesulfonamide). RXN SMILES: [Cl:1][C:2]1[CH:10]=[CH:9][C:8]([C:11]2[C:12]([C@@H:22]([NH:32]C(=O)C(F)(F)F)[CH2:23][C:24]3[CH:29]=[C:28]([F:30])[CH:27]=[C:26]([F:31])[CH:25]=3)=[N:13][C:14]([N:17]([CH2:19][CH2:20][OH:21])[CH3:18])=[CH:15][CH:16]=2)=[C:7]2[C:3]=1[C:4]([NH:40][S:41]([CH3:44])(=[O:43])=[O:42])=[N:5][N:6]2[CH3:39].[OH-].[Li+].Cl>CCO>[NH2:32][C@H:22]([C:12]1[C:11]([C:8]2[CH:9]=[CH:10][C:2]([Cl:1])=[C:3]3[C:7]=2[N:6]([CH3:39])[N:5]=[C:4]3[NH:40][S:41]([CH3:44])(=[O:42])=[O:43])=[CH:16][CH:15]=[C:14]([N:17]([CH2:19][CH2:20][OH:21])[CH3:18])[N:13]=1)[CH2:23][C:24]1[CH:25]=[C:26]([F:31])[CH:27]=[C:28]([F:30])[CH:29]=1 |f:1.2|. Procedure details: To a solution of crude (S)—N-(1-(3-(4-chloro-1-methyl-3-(methylsulfonamido)-1H-indazol-7-yl)-6-((2-hydroxyethyl)(methyl)amino)pyridin-2-yl)-2-(3,5-difluorophenyl)ethyl)-2,2,2-trifluoroacetamide (57E) in EtOH (1 mL) was added aqueous 2M lithium hydroxide (0.4 mL). The reaction was heated at 130° C. in a microwave reactor for 5 minutes. Upon cooling, aqueous 2N HCl was added until the solution became slightly acidic (pH 4-5). The reaction mixture was then concentrated and taken up in equal volumes...